This data is from the Open Reaction Database (ORD), a public repository of structured organic reaction records. The task is: describe an organic reaction: reactants, conditions, products, and yield Reactants: C(C)(=O)OC(CC1=CC=C(C(=O)CCC(=O)O)C=C1)C (3-[4-(2-acetoxypropyl)benzoyl]propionic acid), O.NN (hydrazine hydrate). The solvent is O (water), C(C)(=O)O (acetic acid). Product: C(C)(=O)OC(CC1=CC=C(C=C1)C=1CCC(NN1)=O)C (4,5-dihydro-6-[4-(2-acetoxypropyl)phenyl]-3(2H)-pyridazinone). As a reaction SMILES: [C:1]([O:4][CH:5]([CH3:20])[CH2:6][C:7]1[CH:19]=[CH:18][C:10]([C:11]([CH2:13][CH2:14][C:15](O)=[O:16])=O)=[CH:9][CH:8]=1)(=[O:3])[CH3:2].O.[NH2:22][NH2:23]>C(O)(=O)C.O>[C:1]([O:4][CH:5]([CH3:20])[CH2:6][C:7]1[CH:19]=[CH:18][C:10]([C:11]2[CH2:13][CH2:14][C:15](=[O:16])[NH:22][N:23]=2)=[CH:9][CH:8]=1)(=[O:3])[CH3:2] |f:1.2|. Procedure: A solution of 3-[4-(2-acetoxypropyl)benzoyl]propionic acid (0.8 g) in glacial acetic acid (10 ml) was treated with hydrazine hydrate (1 ml). The resulting solution was stirred and heated under reflux for 1 hr., cooled, diluted with water, and extracted into ethyl acetate. The organic layer was washed with NaHCO3 solution, dried (MgSO4) and evaporated to give 4,5-dihydro-6-[4-(2-acetoxypropyl)phenyl]-3(2H)-pyridazinone as a colourless oil.